This data is from the Open Reaction Database (ORD), a public repository of structured organic reaction records. The task is: describe an organic reaction: reactants, conditions, products, and yield Reactants: N=1C(=CN2C1CCCC2)C(=O)O (5,6,7,8-tetrahydroimidazo[1,2-a]pyridine-2-carboxylic acid), N[C@H](CN1N=C(C=C1)C1=CC(=C(C#N)C(=C1)F)Cl)C ((S)-4-(1-(2-aminopropyl)-1H-pyrazol-3-yl)-2-chloro-6-fluoro-benzonitrile), CN(C)C=O (DMF). The solvent is O (water). Product: ClC=1C=C(C=C(C1C#N)F)C1=NN(C=C1)C[C@H](C)NC(=O)C=1N=C2N(CCCC2)C1 ((S)—N-(1-(3-(3-Chloro-4-cyano-5-fluorophenyl)-1H-pyrazol-1-yl)propan-2-yl)-5,6,7,8-tetrahydroimidazo[1,2-a]pyridine-2-carboxamide). Isolated yield 70.3%. RXN SMILES: [N:1]1[C:2]([C:10]([OH:12])=O)=[CH:3][N:4]2[CH2:9][CH2:8][CH2:7][CH2:6][C:5]=12.[NH2:13][C@@H:14]([CH3:31])[CH2:15][N:16]1[CH:20]=[CH:19][C:18]([C:21]2[CH:28]=[C:27]([F:29])[C:24]([C:25]#[N:26])=[C:23]([Cl:30])[CH:22]=2)=[N:17]1.CN(C=O)C>O>[Cl:30][C:23]1[CH:22]=[C:21]([C:18]2[CH:19]=[CH:20][N:16]([CH2:15][C@@H:14]([NH:13][C:10]([C:2]3[N:1]=[C:5]4[CH2:6][CH2:7][CH2:8][CH2:9][N:4]4[CH:3]=3)=[O:12])[CH3:31])[N:17]=2)[CH:28]=[C:27]([F:29])[C:24]=1[C:25]#[N:26]. Procedure details: The title compound was prepared using the procedure described in Example 3(h) starting from 5,6,7,8-tetrahydroimidazo[1,2-a]pyridine-2-carboxylic acid (2.58 mmol, 428 mg) and (S)-4-(1-(2-aminopropyl)-1H-pyrazol-3-yl)-2-chloro-6-fluoro-benzonitrile (1.717 mmol, 479 mg). DMF (10 ml) was used as the solvent. The reaction mixture was diluted with water and extracted three times with DCM. The combined organics were washed twice with water. The organic phase was evaporated. The crude product was purif... Reactants: CCCCCC, ClCc1c2ccccc2cc2ccccc12, CCOP(OCC)OCC. Product: CCOP(=O)(Cc1c2ccccc2cc2ccccc12)OCC. As a reaction SMILES: [CH3:27][CH2:28][CH2:29][CH2:30][CH2:31][CH3:32].[Cl:1][CH2:2][c:3]1[c:4]2[cH:5][cH:6][cH:7][cH:8][c:9]2[cH:10][c:11]2[cH:12][cH:13][cH:14][cH:15][c:16]12.[P:17]([O:18][CH2:19][CH3:20])([O:21][CH2:22][CH3:23])[O:24][CH2:25][CH3:26]>>[CH2:2]([c:3]1[c:4]2[cH:5][cH:6][cH:7][cH:8][c:9]2[cH:10][c:11]2[cH:12][cH:13][cH:14][cH:15][c:16]12)[P:17]([O:18][CH2:19][CH3:20])([O:21][CH2:22][CH3:23])=[O:24]. The reactants are CCN1CC(=O)Nc2ncc(Br)nc21, C1COCCO1, [Na+], [Na+], O=C([O-])[O-], CC1(C)OB(c2ccc(-c3nncn3C3CCCCO3)cc2)OC1(C)C, O. Yields the product CCN1CC(=O)Nc2ncc(-c3ccc(-c4nncn4C4CCCCO4)cc3)nc21. RXN SMILES: [Br:1][c:2]1[n:3][c:4]2[c:5]([n:6][cH:7]1)[NH:8][C:9](=[O:14])[CH2:10][N:11]2[CH2:12][CH3:13].[CH2:47]1[O:48][CH2:49][CH2:50][O:51][CH2:52]1.[Na+:41].[Na+:42].[O-:43][C:44](=[O:45])[O-:46].[O:15]1[CH:16]([n:21]2[c:22](-[c:26]3[cH:27][cH:28][c:29]([B:32]4[O:33][C:34]([CH3:35])([CH3:36])[C:37]([CH3:38])([CH3:39])[O:40]4)[cH:30][cH:31]3)[n:23][n:24][cH:25]2)[CH2:17][CH2:18][CH2:19][CH2:20]1.[OH2:53]>>[c:2]1(-[c:29]2[cH:28][cH:27][c:26](-[c:22]3[n:21]([CH:16]4[O:15][CH2:20][CH2:19][CH2:18][CH2:17]4)[cH:25][n:24][n:23]3)[cH:31][cH:30]2)[n:3][c:4]2[c:5]([n:6][cH:7]1)[NH:8][C:9](=[O:14])[CH2:10][N:11]2[CH2:12][CH3:13]. Conditions: time 2 hour. Yields the product [BH4-].CN(CC[P+](C1=CC=CC=C1)(C1=CC=CC=C1)C1=CC=CC=C1)C ((2-dimethylaminoethyl)triphenyl phosphonium borohydride). Reported procedure: To 8.29 g (20 mmol) of (2-dimethylaminoethyl)triphenyl phosphonium bromide dissolved in 25 ml of water, 10 ml of sodium borohydride (0.757 g, 20 mmol) aqueous solution was added. The mixture was stirred at room temperature for 2 hours, and then extracted with 100 ml of dichloromethane twice. The combined dichloromethane extracts were concentrated to yield 6.42 g of (2-dimethylaminoethyl)triphenyl phosphonium borohydride as white powder (92% yield, Catalyst B). The reactants are [Br-].CN(CC[P+](C1=CC=CC=C1)(C1=CC=CC=C1)C1=CC=CC=C1)C ((2-dimethylaminoethyl)triphenyl phosphonium bromide), [BH4-].[Na+] (sodium borohydride). The solvent is O (water). Reaction SMILES: [Br-].[CH3:2][N:3]([CH3:25])[CH2:4][CH2:5][P+:6]([C:19]1[CH:24]=[CH:23][CH:22]=[CH:21][CH:20]=1)([C:13]1[CH:18]=[CH:17][CH:16]=[CH:15][CH:14]=1)[C:7]1[CH:12]=[CH:11][CH:10]=[CH:9][CH:8]=1.[BH4-:26].[Na+]>O>[BH4-:26].[CH3:2][N:3]([CH3:25])[CH2:4][CH2:5][P+:6]([C:19]1[CH:24]=[CH:23][CH:22]=[CH:21][CH:20]=1)([C:7]1[CH:8]=[CH:9][CH:10]=[CH:11][CH:12]=1)[C:13]1[CH:18]=[CH:17][CH:16]=[CH:15][CH:14]=1 |f:0.1,2.3,5.6|. Isolated yield 91.9%. Starting materials: NC1=C(C=C(C=2N1CC(N2)=O)C(=O)OCC)Cl (Ethyl 5-Amino-6-chloro-2-oxo-2,3-dihydroimidazo[1,2-a]pyridine-8-carboxylate), P(=O)(Cl)(Cl)Cl (phosphorus oxychloride). Yields the product NC1=C(C=C(C=2N1C=C(N2)Cl)C(=O)OCC)Cl (Ethyl 5-Amino-2,6-dichloroimidazo[1,2-a]pyridine-8-carboxylate). The yield is 72.0%. Reaction SMILES: [NH2:1][C:2]1[N:7]2[CH2:8][C:9](=O)[N:10]=[C:6]2[C:5]([C:12]([O:14][CH2:15][CH3:16])=[O:13])=[CH:4][C:3]=1[Cl:17].P(Cl)(Cl)([Cl:20])=O>>[NH2:1][C:2]1[N:7]2[CH:8]=[C:9]([Cl:20])[N:10]=[C:6]2[C:5]([C:12]([O:14][CH2:15][CH3:16])=[O:13])=[CH:4][C:3]=1[Cl:17]. Reported procedure: A solution of ethyl 5-Amino-6-chloro-2-oxo-2,3-dihydroimidazo[1,2-a]pyridine-8-carboxylate (EXAMPLE 24, Step 2, 0.50 g, 2.00 mmol) in phosphorus oxychloride (4 mL) was refluxed for 4 h. After cooling, the mixture was evaporated. The obtained residue was carefully treated with water and 25% aqueous ammonia. The formed solid was collected by filtration to give 385 mg (72%) of the title compound. Starting materials: C1CCOC1, CCN=C=NCCCN(C)C, CCN(C(C)C)C(C)C, O=C(O)C(F)(F)F, COC(=O)C(C)(C)N, On1nnc2ccccc21, O=C(O)c1cnccn1. Yields the product COC(=O)C(C)(C)NC(=O)c1cnccn1. Reaction SMILES: [CH2:55]1[O:56][CH2:57][CH2:58][CH2:59]1.[CH3:44][CH2:45][N:46]=[C:47]=[N:48][CH2:49][CH2:50][CH2:51][N:52]([CH3:53])[CH3:54].[CH:35]([N:36]([CH2:37][CH3:38])[CH:39]([CH3:40])[CH3:41])([CH3:42])[CH3:43].[F:10][C:11]([F:12])([F:13])[C:14]([OH:15])=[O:16].[NH2:17][C:18]([C:19](=[O:20])[O:21][CH3:22])([CH3:23])[CH3:24].[OH:25][n:26]1[c:27]2[c:28]([cH:29][cH:30][cH:31][cH:32]2)[n:33][n:34]1.[n:1]1[c:2]([C:7](=[O:8])[OH:9])[cH:3][n:4][cH:5][cH:6]1>>[n:1]1[c:2]([C:7](=[O:9])[NH:17][C:18]([C:19](=[O:20])[O:21][CH3:22])([CH3:23])[CH3:24])[cH:3][n:4][cH:5][cH:6]1. Starting materials: C(CCC)C=1NC(N(N1)C1=C(C=CC=C1)C(F)(F)F)=O (5-n-butyl-2,4-dihydro-2-[2-(trifluoromethyl)phenyl]-3H-1,2,4-triazol-3-one), BrCC1=CC=C(C(=O)OC)C=C1 (methyl 4-(bromomethyl)benzoate). Yields the product C(CCC)C=1N(C(N(N1)C1=C(C=CC=C1)C(F)(F)F)=O)CC1=CC=C(C=C1)C(=O)OC (5-n-Butyl-2,4-dihydro-4-[4-(methoxycarbonyl)benzyl]-2-[2-(trifluoromethyl)phenyl]-3H-1,2,4-triazol-3-one). Yield: 53.0%. As a reaction SMILES: [CH2:1]([C:5]1[NH:6][C:7](=[O:20])[N:8]([C:10]2[CH:15]=[CH:14][CH:13]=[CH:12][C:11]=2[C:16]([F:19])([F:18])[F:17])[N:9]=1)[CH2:2][CH2:3][CH3:4].Br[CH2:22][C:23]1[CH:32]=[CH:31][C:26]([C:27]([O:29][CH3:30])=[O:28])=[CH:25][CH:24]=1>>[CH2:1]([C:5]1[N:6]([CH2:22][C:23]2[CH:24]=[CH:25][C:26]([C:27]([O:29][CH3:30])=[O:28])=[CH:31][CH:32]=2)[C:7](=[O:20])[N:8]([C:10]2[CH:15]=[CH:14][CH:13]=[CH:12][C:11]=2[C:16]([F:19])([F:18])[F:17])[N:9]=1)[CH2:2][CH2:3][CH3:4]. Procedure: Alkylation of 5-n-butyl-2,4-dihydro-2-[2-(trifluoromethyl)phenyl]-3H-1,2,4-triazol-3-one (from Example 16, Step A) with methyl 4-(bromomethyl)benzoate was carried out according to the procedure of Example 13, Step A. Purification of the crude product by flash chromatography on silica gel (gradient elution with 0.3-1% MeOH in CH2Cl2) provided a 53% yield of the title compound as a clear, glassy solid; homogeneous by TLC in 95:5 CH2Cl2 --MeOH; mass spectrum (FAB) m/e 434 (M+1)+.